describe an organic reaction: reactants, conditions, products, and yield From a dataset of the Open Reaction Database (ORD), a public repository of structured organic reaction records. Starting materials: solution, C(CCC)[Li] (n-butyllithium), N1=NC(=CC=C1)C1SCCC1 (2-(pyridazin-3-yl)-tetrahydrothiophen), CN=C=S (methyl isothiocyanate), product, C (charcoal). Run in CCCCCC (hexane), O1CCCC1 (tetrahydrofuran), CN(C)P(=O)(N(C)C)N(C)C (hexamethylphosphorotriamide), O1CCCC1 (tetrahydrofuran), CN(C)P(=O)(N(C)C)N(C)C (hexamethylphosphorotriamide), O1CCCC1 (tetrahydrofuran), CN(C)P(=O)(N(C)C)N(C)C (hexamethylphosphorotriamide), C(C)(=O)OCC (ethyl acetate), O (water), C(C)O (ethanol). Reaction conditions: temperature 0 celsius, time 15 minute. Yields the product CNC(=S)C1(SCCC1)C=1N=NC=CC1 (N-Methyl-2-(pyridazin-3-yl)-tetrahydrothiophen-2-carbothioamide). The yield is 5.7%. Reaction SMILES: C([Li])CCC.[N:6]1[CH:11]=[CH:10][CH:9]=[C:8]([CH:12]2[CH2:16][CH2:15][CH2:14][S:13]2)[N:7]=1.[CH3:17][N:18]=[C:19]=[S:20].C>CCCCCC.C(O)C.C(OCC)(=O)C.O.O1CCCC1.CN(P(N(C)C)(N(C)C)=O)C>[CH3:17][NH:18][C:19]([C:12]1([C:8]2[N:7]=[N:6][CH:11]=[CH:10][CH:9]=2)[CH2:16][CH2:15][CH2:14][S:13]1)=[S:20]. Procedure details: A mixture of anhydrous hexamethylphosphorotriamide and anhydrous tetrahydrofuran (47/53 by volume; 36 cc) is added dropwise and in the course of 15 minutes to a 1.6 M solution of n-butyllithium in hexane (55 cc), kept under a nitrogen atmosphere and at a temperature of about -60° C. A solution of 2-(pyridazin-3-yl)-tetrahydrothiophen (9.7 g) in a mixture of anhydrous hexamethylphosphorotriamide and anhydrous tetrahydrofuran (47/53 by volume; 36 cc) is then added in the course of 20 minutes. Afte... Reactants: N1[C@H](C(=O)OC(C)(C)C)CCC1.Cl (H-Pro-OtBu.HCl), N1([C@H](C(=O)O)CCC1)C(=O)OCC1=CC=CC=C1 (Z-Pro-OH). Product: N1[C@H](C(=O)N2[C@H](C(=O)OC(C)(C)C)CCC2)CCC1 (H-Pro-Pro-OtBu). Yield: 99.4%. Reaction SMILES: [NH:1]1[CH2:12][CH2:11][CH2:10][C@H:2]1[C:3]([O:5][C:6]([CH3:9])([CH3:8])[CH3:7])=[O:4].Cl.[N:14]1(C(OCC2C=CC=CC=2)=O)[CH2:21][CH2:20][CH2:19][C@H:15]1[C:16](O)=[O:17]>>[NH:14]1[CH2:21][CH2:20][CH2:19][C@H:15]1[C:16]([N:1]1[CH2:12][CH2:11][CH2:10][C@H:2]1[C:3]([O:5][C:6]([CH3:8])([CH3:9])[CH3:7])=[O:4])=[O:17] |f:0.1|. Procedure: A] Starting from H-Pro-OtBu.HCl (0.315 g, 1.5 mmoles) and Z-Pro-OH (0.397 g, 1.59 mmoles) the procedure of Example 1, C-D] was substantially applied. There was obtained 0.4 g of H-Pro-Pro-OtBu. The reactants are BrC1=CC=C2C=CNC2=C1 (6-bromoindole), Pd[P(Ph3)]4, C(=O)(O)[O-].[Na+] (NaHCO3), C1(=CC=CC=C1)B(O)O (phenylboronic acid). Run in C1(=CC=CC=C1)C (toluene), [Cl-].[Na+].O (brine), CCO (EtOH). Reaction conditions: time 30 minute. The product is C1(=CC=CC=C1)C1=CC=C2C=CNC2=C1 (6-Phenylindole). The yield is 45.7%. As a reaction SMILES: Br[C:2]1[CH:10]=[C:9]2[C:5]([CH:6]=[CH:7][NH:8]2)=[CH:4][CH:3]=1.[C:11]1(B(O)O)[CH:16]=[CH:15][CH:14]=[CH:13][CH:12]=1.C([O-])(O)=O.[Na+]>C1(C)C=CC=CC=1.CCO.[Cl-].[Na+].O>[C:11]1([C:2]2[CH:10]=[C:9]3[C:5]([CH:6]=[CH:7][NH:8]3)=[CH:4][CH:3]=2)[CH:16]=[CH:15][CH:14]=[CH:13][CH:12]=1 |f:2.3,6.7.8|. Procedure: A solution of 6-bromoindole (2.0 g, 10.20 mmol) in anhydrous toluene (20 mL) under a nitrogen atmosphere was treated with Pd[P(Ph3)]4 (10% mol). After stirring the mixture for 30 min., phenylboronic acid (1.87 g, 15.30 mmol) in anhydrous EtOH (10 mL) was added followed by the addition of sat'd NaHCO3 (6 mL). The bi-phasic mixture was heated to reflux for 24 h. After cooling to room temperature, the mixture was added to a sat'd brine solution and extracted with EtOAc (2×). The organic layer was d... The reactants are ClC1=C(C=C(C=C1)N=C=O)C(F)(F)F (1-Chloro-4-isocyanato-2-(trifluoromethyl)benzene), NC=1C=C(C=CC1)C1=CC=C2C(=CN(C2=C1)C1=CC(=NC=N1)NC)C1=CC=C(C=C1)OC (6-(6-(3-aminophenyl)-3-(4-methoxyphenyl)-1H-indol-1-yl)-N-methylpyrimidin-4-amine). Solvent: C1CCOC1 (THF). Reaction conditions: time 12 hour. Yields the product ClC1=C(C=C(C=C1)NC(=O)NC1=CC(=CC=C1)C1=CC=C2C(=CN(C2=C1)C1=NC=NC(=C1)NC)C1=CC=C(C=C1)OC)C(F)(F)F (1-(4-chloro-3-(trifluoromethyl)phenyl)-3-(3-(3-(4-methoxyphenyl)-1-(6-(methylamino)pyrimidin-4-yl)-1H-indol-6-yl)phenyl)urea). Reaction SMILES: [Cl:1][C:2]1[CH:7]=[CH:6][C:5]([N:8]=[C:9]=[O:10])=[CH:4][C:3]=1[C:11]([F:14])([F:13])[F:12].[NH2:15][C:16]1[CH:17]=[C:18]([C:22]2[CH:30]=[C:29]3[C:25]([C:26]([C:39]4[CH:44]=[CH:43][C:42]([O:45][CH3:46])=[CH:41][CH:40]=4)=[CH:27][N:28]3[C:31]3[N:36]=[CH:35][N:34]=[C:33]([NH:37][CH3:38])[CH:32]=3)=[CH:24][CH:23]=2)[CH:19]=[CH:20][CH:21]=1>C1COCC1>[Cl:1][C:2]1[CH:7]=[CH:6][C:5]([NH:8][C:9]([NH:15][C:16]2[CH:21]=[CH:20][CH:19]=[C:18]([C:22]3[CH:30]=[C:29]4[C:25]([C:26]([C:39]5[CH:40]=[CH:41][C:42]([O:45][CH3:46])=[CH:43][CH:44]=5)=[CH:27][N:28]4[C:31]4[CH:32]=[C:33]([NH:37][CH3:38])[N:34]=[CH:35][N:36]=4)=[CH:24][CH:23]=3)[CH:17]=2)=[O:10])=[CH:4][C:3]=1[C:11]([F:12])([F:13])[F:14]. Reported procedure: 1-Chloro-4-isocyanato-2-(trifluoromethyl)benzene (15.8 mg, 0.071 mmol) was added to a mixture solution of 6-(6-(3-aminophenyl)-3-(4-methoxyphenyl)-1H-indol-1-yl)-N-methylpyrimidin-4-amine (20 mg, 0.047 mmol) in THF (1 mL) at room temperature. After stirring at room temperature for 12 hours, the reaction solution was concentrated under reduced pressure. The residue was purified by chromatography (silica gel, EA:Hx=1:1; DCM:MeOH=100:1; 20:1). The target compound was obtained as yellow solid. Reactants: CC(C)(C)OC(=O)OC(=O)OC(C)(C)C, NCCC1=CCCCC1, C1COCCO1. Yields the product CNCCC1=CCCCC1. As a reaction SMILES: [C:10]([O:11][C:12]([O:13][C:14]([O:15][C:16]([CH3:17])([CH3:18])[CH3:19])=[O:20])=[O:21])([CH3:22])([CH3:23])[CH3:24].[C:1]1([CH2:7][CH2:8][NH2:9])=[CH:2][CH2:3][CH2:4][CH2:5][CH2:6]1.[CH2:25]1[O:26][CH2:27][CH2:28][O:29][CH2:30]1>>[C:1]1([CH2:7][CH2:8][NH:9][CH3:10])=[CH:2][CH2:3][CH2:4][CH2:5][CH2:6]1. Reactants: 11, N1=C(C=CC=C1)CN1C(=NC2=C1C=CC=C2)NC2CN(CC2)CC#N (3-[[1-(2-pyridinylmethyl)-1H-benzimidazol-2-yl]amino]-1-pyrrolidineacetonitrile), N (ammonia), [H][H] (hydrogen). The reagents and catalysts are [Ni] (Raney-nickel). Solvent: CO (methanol). The product is 10, NCCN1CC(CC1)NC1=NC2=C(N1CC1=NC=CC=C1)C=CC=C2 (N-[1-(2-aminoethyl)-3-pyrrolidinyl]-1-(2-pyridinylmethyl)-1H-benzimidazol-2-amine). Isolated yield 91.0%. RXN SMILES: [N:1]1[CH:6]=[CH:5][CH:4]=[CH:3][C:2]=1[CH2:7][N:8]1[C:12]2[CH:13]=[CH:14][CH:15]=[CH:16][C:11]=2[N:10]=[C:9]1[NH:17][CH:18]1[CH2:22][CH2:21][N:20]([CH2:23][C:24]#[N:25])[CH2:19]1.N.[H][H]>[Ni].CO>[NH2:25][CH2:24][CH2:23][N:20]1[CH2:21][CH2:22][CH:18]([NH:17][C:9]2[N:8]([CH2:7][C:2]3[CH:3]=[CH:4][CH:5]=[CH:6][N:1]=3)[C:12]3[CH:13]=[CH:14][CH:15]=[CH:16][C:11]=3[N:10]=2)[CH2:19]1. Procedure details: A mixture of 11 parts of 3-[[1-(2-pyridinylmethyl)-1H-benzimidazol-2-yl]amino]-1-pyrrolidineacetonitrile and 320 parts of methanol, saturated with ammonia was hydrogenated at normal pressure and at room temperature with 3 parts of Raney-nickel catalyst. After the calculated amount of hydrogen was taken up, the catalyst was filtered off and the filtrate was evaporated. The residue was solidified in 2,2'-oxybispropane while stirring. The product was filtered off and dried, yielding 10 parts (91%) ...